From a dataset of the Open Reaction Database (ORD), a public repository of structured organic reaction records. describe an organic reaction: reactants, conditions, products, and yield Procedure details: Compound 5e (162 mg, 0.698 mmol) was coupled with 4-bromobenzonitrile (190 mg, 1.04 mmol) using the procedures described in Example 20, Step A to afford compound 76a. Mass spectrum (LCMS, ESI pos.) Calcd. For C18H15N5O2: 334.1 (M+H). found 334.1. Reaction SMILES: [O:1]1[CH2:6][CH2:5][N:4]([C:7]2[C:8]3[N:9]([CH:13]=[C:14]([CH:16]=[O:17])[N:15]=3)[N:10]=[CH:11][CH:12]=2)[CH2:3][CH2:2]1.Br[C:19]1[CH:26]=[CH:25][C:22]([C:23]#[N:24])=[CH:21][CH:20]=1>>[CH:16]([C:14]1[N:15]=[C:8]2[C:7]([N:4]3[CH2:3][CH2:2][O:1][CH2:6][CH2:5]3)=[CH:12][CH:11]=[N:10][N:9]2[C:13]=1[C:19]1[CH:26]=[CH:25][C:22]([C:23]#[N:24])=[CH:21][CH:20]=1)=[O:17]. Yields the product C(=O)C=1N=C2N(N=CC=C2N2CCOCC2)C1C1=CC=C(C#N)C=C1 (4-(2-Formyl-8-morpholinoimidazo[1,2-b]pyridazin-3-yl)benzonitrile). Reactants: O1CCN(CC1)C=1C=2N(N=CC1)C=C(N2)C=O (8-Morpholinoimidazo[1,2-b]pyridazine-2-carbaldehyde), BrC1=CC=C(C#N)C=C1 (4-bromobenzonitrile). Reactants: C(#N)C1=C(N)C=C(C(=C1OCC(F)(F)F)OC)OC (2-cyano-4,5-dimethoxy-3-(2,2,2-trifluoroethoxy)aniline), C(C)(=O)N1CCN(CCC1)C(=O)N1CCOCC1 (1-acetyl-4-(4-morpholinecarbonyl)-1,4-diazepane), Example 10(g). The solvent is ClCCl.CO (dichloromethane methanol). The product is COC=1C(=C(C#N)C(=CC1OC)N=C(C)N1CCN(CCC1)C(=O)N1CCOCC1)OCC(F)(F)F (3,4-Dimethoxy-6-{1-[4-(morpholinecarbonyl)-1,4-diazepan-1-yl]ethylideneamino}2-(2,2,2-trifluoroethoxy)benzonitrile). As a reaction SMILES: [C:1]([C:3]1[C:9]([O:10][CH2:11][C:12]([F:15])([F:14])[F:13])=[C:8]([O:16][CH3:17])[C:7]([O:18][CH3:19])=[CH:6][C:4]=1[NH2:5])#[N:2].[C:20]([N:23]1[CH2:29][CH2:28][CH2:27][N:26]([C:30]([N:32]2[CH2:37][CH2:36][O:35][CH2:34][CH2:33]2)=[O:31])[CH2:25][CH2:24]1)(=O)[CH3:21]>ClCCl.CO>[CH3:17][O:16][C:8]1[C:9]([O:10][CH2:11][C:12]([F:13])([F:14])[F:15])=[C:3]([C:4]([N:5]=[C:20]([N:23]2[CH2:29][CH2:28][CH2:27][N:26]([C:30]([N:32]3[CH2:33][CH2:34][O:35][CH2:36][CH2:37]3)=[O:31])[CH2:25][CH2:24]2)[CH3:21])=[CH:6][C:7]=1[O:18][CH3:19])[C:1]#[N:2] |f:2.3|. Reported procedure: The subtitle compound was prepared from 2-cyano-4,5-dimethoxy-3-(2,2,2-trifluoroethoxy)aniline and 1-acetyl-4-(4-morpholinecarbonyl)-1,4-diazepane following the procedure described in Example 10(g) (73%). Rf 0.16 (dichloromethane:methanol 95:5, v/v). MS m/z 514 (MH)+ Reactants: Br (hydrogen bromide), C(CC)N1CCC[C@@H]2CC(CC[C@@H]12)=O (trans-(±)-1-n-propyl-6-oxodecahydroquinoline), trans-(±)-1-n-propyl-6-oxo-7-bromodecahydroquinoline hydrobromide, NC(=S)N (thiourea), BrBr (bromine). Run in C(C)(=O)O (acetic acid), C(C)(=O)O (acetic acid), C(C)(=O)O (acetic acid), C(C)O (ethanol). Reaction conditions: temperature 0 celsius. Yields the product Br.Br.NC=1SC2=C(C[C@@H]3CCCN([C@H]3C2)CCC)N1 (trans-(±)-2-amino-5-n-propyl-4,4a,5,6,7,8,8a,9-octahydrothiazolo[4,5-g]quinoline dihydrobromide salt). RXN SMILES: [CH2:1]([N:4]1[C@H:13]2[C@@H:8]([CH2:9][C:10](=O)[CH2:11][CH2:12]2)[CH2:7][CH2:6][CH2:5]1)[CH2:2][CH3:3].[BrH:15].BrBr.[NH2:18][C:19]([NH2:21])=[S:20]>C(O)(=O)C.C(O)C>[BrH:15].[BrH:15].[NH2:21][C:19]1[S:20][C:11]2[CH2:12][C@H:13]3[C@@H:8]([CH2:7][CH2:6][CH2:5][N:4]3[CH2:1][CH2:2][CH3:3])[CH2:9][C:10]=2[N:18]=1 |f:6.7.8|. Procedure details: Five grams of trans-(±)-1-n-propyl-6-oxodecahydroquinoline were dissolved in 30 ml. of glacial acetic acid. Five and eight tenths milliliters of 37% by weight hydrogen bromide in glacial acetic acid were added followed by the dropwise additions of 1.5 ml. of bromine dissolved in glacial acetic acid. The reaction mixture was illuminated with ultraviolet radiation using a commercially available sunlamp. The illuminated reaction mixture was stirred for one-half hour after all the reactants had been... Starting materials: BrCCCC1=CC=CC=C1 (1-Bromo-3-phenylpropane), C(=O)([O-])[O-].[K+].[K+] (K2CO3), C(C)(C)(C)OC(CN1C(=NC2=C1C=CC(=C2)NS(=O)(=O)C2=CC=C(C=C2)F)CCC)=O ([5-(4-fluoro-benzenesulfonylamino)-2-propyl-benzoimidazol-1-yl]-acetic acid tert-butyl ester). Solvent: CC#N (CH3CN), CCOC(=O)C (EtOAc), O (H2O). Run at temperature 80 celsius, time 8 hour. The product is C(C)(C)(C)OC(CN1C(=NC2=C1C=CC(=C2)N(CCCC2=CC=CC=C2)S(=O)(=O)C2=CC=C(C=C2)F)CCC)=O ({5-[(4-Fluoro-benzenesulfonyl)-(3-phenyl-propyl)-amino]-2-propyl-benzoimidazol-1-yl}-acetic acid tert-butyl ester). RXN SMILES: Br[CH2:2][CH2:3][CH2:4][C:5]1[CH:10]=[CH:9][CH:8]=[CH:7][CH:6]=1.C([O-])([O-])=O.[K+].[K+].[C:17]([O:21][C:22](=[O:47])[CH2:23][N:24]1[C:28]2[CH:29]=[CH:30][C:31]([NH:33][S:34]([C:37]3[CH:42]=[CH:41][C:40]([F:43])=[CH:39][CH:38]=3)(=[O:36])=[O:35])=[CH:32][C:27]=2[N:26]=[C:25]1[CH2:44][CH2:45][CH3:46])([CH3:20])([CH3:19])[CH3:18]>CC#N.CCOC(C)=O.O>[C:17]([O:21][C:22](=[O:47])[CH2:23][N:24]1[C:28]2[CH:29]=[CH:30][C:31]([N:33]([S:34]([C:37]3[CH:38]=[CH:39][C:40]([F:43])=[CH:41][CH:42]=3)(=[O:35])=[O:36])[CH2:2][CH2:3][CH2:4][C:5]3[CH:10]=[CH:9][CH:8]=[CH:7][CH:6]=3)=[CH:32][C:27]=2[N:26]=[C:25]1[CH2:44][CH2:45][CH3:46])([CH3:20])([CH3:19])[CH3:18] |f:1.2.3|. Reported procedure: 1-Bromo-3-phenylpropane (0.27 mmol) and K2CO3 (63 mg, 0.45 mmol) were added to a solution of [5-(4-fluoro-benzenesulfonylamino)-2-propyl-benzoimidazol-1-yl]-acetic acid tert-butyl ester (40 mg, 0.09 mmol) in CH3CN (1 mL), and stirred overnight at 80° C. The reaction mixture was diluted with EtOAc and H2O, and then filtered through an Extrelut column. The column was washed with EtOAc, and the filtrate was concentrated. The crude product was carried onto the next reaction without any further purif... Reactants: C(C)O (ethanol), COC=1C=C2C(=CC=NC2=CC1OC)OC1=C(C=C(N)C=C1)F (4-[(6,7-Dimethoxy-4-quinolyl)oxy]-3-fluoroaniline), ClC=1C=C(C=CC1)C(=O)N=C=S (3-chloro-1-benzenecarbonyl isothiocyanate). The solvent is C1(=CC=CC=C1)C (toluene). Reaction conditions: time 2 hour. Yields the product ClC=1C=C(C(=O)NC(=S)NC2=CC(=C(C=C2)OC2=CC=NC3=CC(=C(C=C23)OC)OC)F)C=CC1 (N-(3-Chlorobenzoyl)-N′-{4-[(6,7-dimethoxy-4-quinolyl)oxy]-3-fluorophenyl}thiourea). Yield: 90.0%. Reaction SMILES: [CH3:1][O:2][C:3]1[CH:4]=[C:5]2[C:10](=[CH:11][C:12]=1[O:13][CH3:14])[N:9]=[CH:8][CH:7]=[C:6]2[O:15][C:16]1[CH:22]=[CH:21][C:19]([NH2:20])=[CH:18][C:17]=1[F:23].C(O)C.[Cl:27][C:28]1[CH:29]=[C:30]([C:34]([N:36]=[C:37]=[S:38])=[O:35])[CH:31]=[CH:32][CH:33]=1>C1(C)C=CC=CC=1>[Cl:27][C:28]1[CH:29]=[C:30]([CH:31]=[CH:32][CH:33]=1)[C:34]([NH:36][C:37]([NH:20][C:19]1[CH:21]=[CH:22][C:16]([O:15][C:6]2[C:5]3[C:10](=[CH:11][C:12]([O:13][CH3:14])=[C:3]([O:2][CH3:1])[CH:4]=3)[N:9]=[CH:8][CH:7]=2)=[C:17]([F:23])[CH:18]=1)=[S:38])=[O:35]. Reported procedure: 4-[(6,7-Dimethoxy-4-quinolyl)oxy]-3-fluoroaniline (50 mg) was dissolved in toluene (5 ml) and ethanol (1 ml) to prepare a solution. Commercially available 3-chloro-1-benzenecarbonyl isothiocyanate (50 μl) was then added to the solution, and the mixture was stirred at room temperature for 2 hr. The reaction solution was concentrated, and the residue was purified by chromatography on silica gel using chloroform/acetone for development to give the title compound (73 mg, yield 90%). The reactants are C(C)OC(CP(=O)(OCC)OCC)=O (diethylphosphonoacetic acid ethyl ester), [H-].[Na+] (sodium hydride), C(=O)(C)OCC.O (AcOEt-H2O), ClC1=CC=C(C(=O)N2CCC(CC2)NC2=NC=C(C=O)C=C2)C=C1 (6-{[1-(4-chlorobenzoyl)-4-piperidyl]amino}nicotinaldehyde). Run in C1CCOC1 (THF), oil, C1CCOC1 (THF), C1CCOC1 (THF). Conditions: temperature 15 celsius. Yields the product ClC1=CC=C(C(=O)N2CCC(CC2)NC2=CC=C(C=N2)/C=C/C(=O)OCC)C=C1 (ethyl (2E)-3-(6-{[1-(4-chlorobenzoyl)-4-piperidyl]amino}-3-pyridyl)acrylate). Isolated yield 75.2%. Reaction SMILES: [CH2:1]([O:3][C:4](=[O:14])[CH2:5]P(OCC)(OCC)=O)[CH3:2].[H-].[Na+].[Cl:17][C:18]1[CH:40]=[CH:39][C:21]([C:22]([N:24]2[CH2:29][CH2:28][CH:27]([NH:30][C:31]3[CH:38]=[CH:37][C:34]([CH:35]=O)=[CH:33][N:32]=3)[CH2:26][CH2:25]2)=[O:23])=[CH:20][CH:19]=1.C(OCC)(C)=O.O>C1COCC1>[Cl:17][C:18]1[CH:19]=[CH:20][C:21]([C:22]([N:24]2[CH2:25][CH2:26][CH:27]([NH:30][C:31]3[N:32]=[CH:33][C:34](/[CH:35]=[CH:5]/[C:4]([O:3][CH2:1][CH3:2])=[O:14])=[CH:37][CH:38]=3)[CH2:28][CH2:29]2)=[O:23])=[CH:39][CH:40]=1 |f:1.2,4.5|. Procedure: A solution of diethylphosphonoacetic acid ethyl ester (274 mg) in THF (10 ml) was added dropwise to a mixture of 60% sodium hydride in oil (55 mg) in THF (10 mL) with stirring at 10-20° C. under atmospheric pressure of nitrogen, and the reaction mixture was stirred at ambient temperature for 30 minutes. A solution of 6-{[1-(4-chlorobenzoyl)-4-piperidyl]amino}nicotinaldehyde (210 mg) in THF (10 ml) solution was added to the above mixture and resultant mixture was stirred at ambient temperature fo... Yields the product C(C1=CC=CC=C1)OC1OC(CC1NC(=O)C1NCCC1)=O (pyrrolidine-2-carboxylic acid (2-benzyloxy-5-oxo-tetrahydro-furan-3-yl)-amide). Reaction SMILES: C(OC([N:8]1[CH2:12][CH2:11][CH2:10][CH:9]1[C:13](=[O:29])[NH:14][CH:15]1[CH2:19][C:18](=[O:20])[O:17][CH:16]1[O:21][CH2:22][C:23]1[CH:28]=[CH:27][CH:26]=[CH:25][CH:24]=1)=O)(C)(C)C.C(O)(C(F)(F)F)=O>C(Cl)Cl>[CH2:22]([O:21][CH:16]1[CH:15]([NH:14][C:13]([CH:9]2[CH2:10][CH2:11][CH2:12][NH:8]2)=[O:29])[CH2:19][C:18](=[O:20])[O:17]1)[C:23]1[CH:24]=[CH:25][CH:26]=[CH:27][CH:28]=1. Reactants: C(C)(C)(C)OC(=O)N1C(CCC1)C(NC1C(OC(C1)=O)OCC1=CC=CC=C1)=O (2-(2-Benzyloxy-5-oxo-tetrahydro-furan-3-ylcarbamoyl)-pyrrolidine-1-carboxylic acid tert-butyl ester), C(=O)(C(F)(F)F)O (TFA). Solvent: C(Cl)Cl (CH2Cl2). Procedure: A solution of 118 (405 mg, 1.0 mmol) was treated with TFA (2 mL) in CH2Cl2 (2 mL) for one hour. The reaction solution was evaporated in vacuo and azeotrapped with CH2Cl2 four times to give pyrrolidine-2-carboxylic acid (2-benzyloxy-5-oxo-tetrahydro-furan-3-yl)-amide as a pale yellow solid. 1H-NMR (500 MHz, CDCl3): δ 1.87-2.15 (m, 4H), 2.30-2.70 (m, 2H), 2.80-3.08 (m, H), 3.45 (br, 2H), 4.35-4.98 (m, 3H), 5.30-5.56 (m, H), 7.10-7.60 (m, 5H); Analytical HPLC: 7.78/8.20 min.; LC-MS: m/e=305 (M+H+).